Dataset: the Open Reaction Database (ORD), a public repository of structured organic reaction records. Task: describe an organic reaction: reactants, conditions, products, and yield Starting materials: NCCNCCN (diethylene triamine), ICCOCCOC(C)O ((2-iodoethoxy) ethoxyethanol), CO (CH3OH). Reaction conditions: time 1 hour. The product is C(COCCOCCNCCNCCN)O (9,12,15-triaza-3,6-dioxa-pentadecanol). The yield is 33.0%. As a reaction SMILES: [NH2:1][CH2:2][CH2:3][NH:4][CH2:5][CH2:6][NH2:7].I[CH2:9][CH2:10][O:11][CH2:12][CH2:13][O:14][CH:15](O)[CH3:16].C[OH:19]>>[CH2:9]([OH:19])[CH2:10][O:11][CH2:12][CH2:13][O:14][CH2:15][CH2:16][NH:1][CH2:2][CH2:3][NH:4][CH2:5][CH2:6][NH2:7]. Procedure details: A mixture of diethylene triamine (460 ml, 4.3 mole) and (2-iodoethoxy) ethoxyethanol (7.30 g, 28 mmole) was stirred-at room temperature for 1 hour. The excess of diethylenetriamine was removed by distillation under vacuum. The residue was then treated with aqueous Satd NaOH, extracted with CH2Cl2, dried over MgSO4/Na2CO3, filtered, and concentrated to give a yellow oil. This was purificated by column chromatography on silica with CH3OH/NH40H (10:1), then (5:1) to give 1.43 g (33%) of the title c... The reactants are Cl.N1=CC=CC=C1 (pyridine hydrochloride), C(F)(F)C(F)(F)CO (HCF2CF2CH2OH), N1=CC=CC=C1 (pyridine), CS(=O)(=O)Cl (methanesulfonyl chloride). The product is C(F)(F)C(F)(F)COS(=O)(=O)C (HCF2CF2CH2OSO2CH3). RXN SMILES: [CH:1]([C:4]([CH2:7][OH:8])([F:6])[F:5])([F:3])[F:2].N1C=CC=CC=1.[CH3:15][S:16](Cl)(=[O:18])=[O:17].Cl.N1C=CC=CC=1>>[CH:1]([C:4]([CH2:7][O:8][S:16]([CH3:15])(=[O:18])=[O:17])([F:6])[F:5])([F:3])[F:2] |f:3.4|. Procedure: A 10-L four-neck flask was equipped with a refluxing pipe and a dropping funnel to serve as a reactor. To the flask were added HCF2CF2CH2OH (445.35 g; 3.37 mol) and pyridine (306.31 g; 3.88 mol) in an ice bath, and the mixture was stirred. Using the dropping funnel, methanesulfonyl chloride (364.15 g; 3.20 mol) was dropped, with care for heat generation. The reaction solution changed its color gradually to milky white as pyridine hydrochloride was produced. After the end of the reaction, the rea...